describe an organic reaction: reactants, conditions, products, and yield From a dataset of the Open Reaction Database (ORD), a public repository of structured organic reaction records. The reactants are C(CCC)N1C(=C(C2=CC(=CC=C12)O)C1=CC=C(C=C1)F)C (1-butyl-3-(4-fluoro-phenyl)-2-methyl-1H-indole-5-ol), C(C)OC(C(C)(C)Br)=O (2-bromo-2-methylpropanoic acid ethylester). The product is C(C)OC(C(C)(C)OC=1C=C2C(=C(N(C2=CC1)CCCC)C)C1=CC=C(C=C1)F)=O (2-[1-Butyl-3-(4-fluoro-phenyl)-2-methyl-1H-indole-5-yloxy]-2-methyl-propanoic acid ethylester). RXN SMILES: [CH2:1]([N:5]1[C:13]2[C:8](=[CH:9][C:10]([OH:14])=[CH:11][CH:12]=2)[C:7]([C:15]2[CH:20]=[CH:19][C:18]([F:21])=[CH:17][CH:16]=2)=[C:6]1[CH3:22])[CH2:2][CH2:3][CH3:4].[CH2:23]([O:25][C:26](=[O:31])[C:27](Br)([CH3:29])[CH3:28])[CH3:24]>>[CH2:23]([O:25][C:26](=[O:31])[C:27]([O:14][C:10]1[CH:9]=[C:8]2[C:13](=[CH:12][CH:11]=1)[N:5]([CH2:1][CH2:2][CH2:3][CH3:4])[C:6]([CH3:22])=[C:7]2[C:15]1[CH:16]=[CH:17][C:18]([F:21])=[CH:19][CH:20]=1)([CH3:29])[CH3:28])[CH3:24]. Procedure: The above compound was prepared from 1-butyl-3-(4-fluoro-phenyl)-2-methyl-1H-indole-5-ol and 2-bromo-2-methylpropanoic acid ethylester using a procedure analogous to that of Example 10. The product is C1=NC2=C(N=C(N=C2N1[C@H]3[C@H]([C@@H]([C@H](O3)CO)O)O)F)N.[Mg+2].P(=O)([O-])([O-])[O-].P(=O)([O-])([O-])[O-].[Mg+2].[Mg+2] (fludarabine phosphate magnesium salt). Isolated yield 95.0%. Reactants: C1=NC2=C(N=C(N=C2N1[C@H]3[C@H]([C@@H]([C@H](O3)COP(=O)(O)O)O)O)F)N (fludarabine phosphate), [O-2].[Mg+2] (magnesium oxide). Procedure: 10.0 g of fludarabine phosphate at a purity of 97.5% is suspended in 100 ml of water within about 5 minutes, and magnesium oxide is added to this solution. The mixture is stirred for one more hour at room temperature and then filtered. The clear solution is poured into 200 ml of acetone, stirred for 1 more hour, and the crystallizate is separated by filtration. 10.0 g (95% of theory) of the fludarabine-phosphate magnesium salt is obtained. Solvent: O (water). As a reaction SMILES: [CH:1]1[N:9]([C@@H:10]2[O:14][C@H:13]([CH2:15][O:16][P:17]([OH:20])([OH:19])=[O:18])[C@@H:12]([OH:21])[C@@H:11]2[OH:22])[C:8]2[C:3](=[C:4]([NH2:24])[N:5]=[C:6]([F:23])[N:7]=2)[N:2]=1.[O-2].[Mg+2:26]>O>[CH:1]1[N:9]([C@@H:10]2[O:14][C@H:13]([CH2:15][OH:16])[C@@H:12]([OH:21])[C@@H:11]2[OH:22])[C:8]2[C:3](=[C:4]([NH2:24])[N:5]=[C:6]([F:23])[N:7]=2)[N:2]=1.[Mg+2:26].[P:17]([O-:20])([O-:19])([O-:18])=[O:16].[P:17]([O-:20])([O-:19])([O-:18])=[O:16].[Mg+2:26].[Mg+2:26] |f:1.2,4.5.6.7.8.9|. The reactants are CCCCc1sc(N)nc1C, Cc1cc(Cl)cc(Cl)c1S(=O)(=O)Cl. The product is CCCCc1sc(NS(=O)(=O)c2c(C)cc(Cl)cc2Cl)nc1C. RXN SMILES: [CH2:1]([CH2:2][CH2:3][CH3:4])[c:5]1[c:6]([CH3:11])[n:7][c:8]([NH2:10])[s:9]1.[Cl:12][c:13]1[c:14]([S:21](=[O:22])(=[O:23])[Cl:24])[c:15]([CH3:20])[cH:16][c:17]([Cl:19])[cH:18]1>>[CH2:1]([CH2:2][CH2:3][CH3:4])[c:5]1[c:6]([CH3:11])[n:7][c:8]([NH:10][S:21]([c:14]2[c:13]([Cl:12])[cH:18][c:17]([Cl:19])[cH:16][c:15]2[CH3:20])(=[O:22])=[O:23])[s:9]1. Starting materials: CC(=O)O (AcOH), COC1=CC=C(CN2C3=NC=NC(=C3N=C2)C=2C(=NC=CC2)F)C=C1 (9-(4-methoxybenzyl)-6-(2-fluoropyridin-3-yl)-9H-purine), NC=1C(=CC=C2C(=NC=NC12)NC1=CC=C(C#N)C=C1)C (4-(8-amino-7-methylquinazolin-4-ylamino)benzonitrile), C[Si](C)(C)[N-][Si](C)(C)C.[Li+] (Lithium bis(trimethylsilyl)amide). Solvent: CO (MeOH), C1CCOC1 (THF). Reaction conditions: temperature 140 celsius. The product is COC1=CC=C(CN2C3=NC=NC(=C3N=C2)C=2C(=NC=CC2)NC=2C(=CC=C3C(=NC=NC23)NC2=CC=C(C#N)C=C2)C)C=C1 (4-(8-(3-(9-(4-methoxybenzyl)-9H-purin-6-yl)pyridin-2-ylamino)-7-methylquinazolin-4-ylamino)benzonitrile). RXN SMILES: [CH3:1][O:2][C:3]1[CH:25]=[CH:24][C:6]([CH2:7][N:8]2[CH:16]=[N:15][C:14]3[C:9]2=[N:10][CH:11]=[N:12][C:13]=3[C:17]2[C:18](F)=[N:19][CH:20]=[CH:21][CH:22]=2)=[CH:5][CH:4]=1.[NH2:26][C:27]1[C:28]([CH3:46])=[CH:29][CH:30]=[C:31]2[C:36]=1[N:35]=[CH:34][N:33]=[C:32]2[NH:37][C:38]1[CH:45]=[CH:44][C:41]([C:42]#[N:43])=[CH:40][CH:39]=1.C[Si]([N-][Si](C)(C)C)(C)C.[Li+].CC(O)=O>C1COCC1.CO>[CH3:1][O:2][C:3]1[CH:25]=[CH:24][C:6]([CH2:7][N:8]2[CH:16]=[N:15][C:14]3[C:9]2=[N:10][CH:11]=[N:12][C:13]=3[C:17]2[C:18]([NH:26][C:27]3[C:28]([CH3:46])=[CH:29][CH:30]=[C:31]4[C:36]=3[N:35]=[CH:34][N:33]=[C:32]4[NH:37][C:38]3[CH:45]=[CH:44][C:41]([C:42]#[N:43])=[CH:40][CH:39]=3)=[N:19][CH:20]=[CH:21][CH:22]=2)=[CH:5][CH:4]=1 |f:2.3|. Procedure details: A mixture of 9-(4-methoxybenzyl)-6-(2-fluoropyridin-3-yl)-9H-purine (146 mg, 436 μmol) and 4-(8-amino-7-methylquinazolin-4-ylamino)benzonitrile (120 mg, 436 μmol) in THF (4 mL) was sonicated until all solids became a fine powder. Lithium bis(trimethylsilyl)amide (1.0 M solution in THF; 1.53 mL, 1.53 mmol) was added dropwise with stirring (all solids dissolved and then some solid appeared again). The mixture was stirred at rt for 10 min and then heated in a microwave at 140° C. for 30 min. The mi... Starting materials: [Si](C)(C)(C(C)(C)C)OCC(CN1C(C=NC2=CC=C(C=C12)OC)=O)O (1-(3-{[Tert-butyl(dimethyl)silyl]oxy}-2-hydroxypropyl)-7-methoxyquinoxalin-2(1H)-one), C(C)(C)N(C(C)C)CC (N,N-Diisopropylethylamine), ClCOC (chloromethylmethyl ether), C(C)(C)N(C(C)C)CC (N,N-Diisopropylethylamine), ClCOC (chloromethylmethyl ether). Solvent: ClCCl (dichloromethane), ClCCl (dichloromethane). Conditions: time 2 hour. Yields the product [Si](C)(C)(C(C)(C)C)OCC(CN1C(C=NC2=CC=C(C=C12)OC)=O)OCOC (1-[3-{[tert-Butyl(dimethyl)silyl]oxy}-2-(methoxymethoxy)propyl]-7-methoxyquinoxalin-2(1H)-one). Isolated yield 38.5%. Reaction SMILES: [Si:1]([O:8][CH2:9][CH:10]([OH:25])[CH2:11][N:12]1[C:21]2[C:16](=[CH:17][CH:18]=[C:19]([O:22][CH3:23])[CH:20]=2)[N:15]=[CH:14][C:13]1=[O:24])([C:4]([CH3:7])([CH3:6])[CH3:5])([CH3:3])[CH3:2].C(N(CC)C(C)C)(C)C.Cl[CH2:36][O:37][CH3:38]>ClCCl>[Si:1]([O:8][CH2:9][CH:10]([O:25][CH2:36][O:37][CH3:38])[CH2:11][N:12]1[C:21]2[C:16](=[CH:17][CH:18]=[C:19]([O:22][CH3:23])[CH:20]=2)[N:15]=[CH:14][C:13]1=[O:24])([C:4]([CH3:7])([CH3:5])[CH3:6])([CH3:3])[CH3:2]. Procedure details: 1-(3-{[Tert-butyl(dimethyl)silyl]oxy}-2-hydroxypropyl)-7-methoxyquinoxalin-2(1H)-one (2.0 g, 5.49 mmol) was dissolved in dichloromethane (30 ml). N,N-Diisopropylethylamine (3.35 ml, 19.22 mmol) and chloromethylmethyl ether (1.04 ml, 13.73 mmol) were added to this solution under cooling on ice, and the mixture was stirred for 2 hours. N,N-Diisopropylethylamine (3.35 ml, 19.22 mmol) and chloromethylmethyl ether (1.04 ml, 13.73 mmol) were further added to the reaction solution and stirred for 14 ho... Starting materials: COC(\C(=C(\C)/C1=CC(=CC=C1)Br)\C#N)=O ((Z)-3-(3-bromophenyl)-2-cyanobut-2-enoic acid methyl ester), solution, C[Li] (methyl lithium). Reagents/catalysts: [Cu]I (CuI). Solvent: C(C)OCC (diethyl ether), C(C)OCC (diethyl ether), C(C)OCC (diethyl ether). Conditions: temperature -25 celsius, time 10 minute. Product: COC(C(C(C)(C)C1=CC(=CC=C1)Br)C#N)=O (3-(3-bromophenyl)-2-cyano-3-methylbutyric acid methyl ester). RXN SMILES: [CH3:1][Li].[CH3:3][O:4][C:5](=[O:18])/[C:6](/[C:16]#[N:17])=[C:7](\[C:9]1[CH:14]=[CH:13][CH:12]=[C:11]([Br:15])[CH:10]=1)/[CH3:8]>C(OCC)C.[Cu]I>[CH3:3][O:4][C:5](=[O:18])[CH:6]([C:16]#[N:17])[C:7]([C:9]1[CH:14]=[CH:13][CH:12]=[C:11]([Br:15])[CH:10]=1)([CH3:1])[CH3:8]. Procedure details: To a chilled (0° C.) suspension of Soxhlet-extraction-purified CuI (14.28 g, 0.075 mol, 1.5 equiv.) in 150 mL of anhydrous diethyl ether, was added a 1.6M solution of methyl lithium (84.4 mL, 0.135 mol, 2.7 equiv.) in diethyl ether. The mixture was stirred for 10 minutes, cooled to −25° C. and a solution of (Z)-3-(3-bromophenyl)-2-cyanobut-2-enoic acid methyl ester (14.13 g, 0.05 mol) in 150 mL of anhydrous diethyl ether was added dropwise. The mixture was stirred at −25° C. for 30 minutes, warm...